Dataset: the Open Reaction Database (ORD), a public repository of structured organic reaction records. Task: describe an organic reaction: reactants, conditions, products, and yield Reactants: CC(C)=O, CI, CN1CCCC1Cc1ccc(Cl)cc1. The product is C[N+]1(C)CCCC1Cc1ccc(Cl)cc1, [I-]. As a reaction SMILES: [CH3:17][C:18](=[O:19])[CH3:20].[CH3:1][I:2].[Cl:3][c:4]1[cH:5][cH:6][c:7]([CH2:8][CH:9]2[N:10]([CH3:14])[CH2:11][CH2:12][CH2:13]2)[cH:15][cH:16]1>>[CH3:1][N+:10]1([CH3:14])[CH:9]([CH2:8][c:7]2[cH:6][cH:5][c:4]([Cl:3])[cH:16][cH:15]2)[CH2:13][CH2:12][CH2:11]1.[I-:2]. The reactants are OC1=CC=C(C=O)C=C1 (4-Hydroxybenzaldehyde), BrCCCCCCCCCCCC (1-bromododecane), C(=O)([O-])[O-].[K+].[K+] (K2CO3), CN(C)C=O (DMF). The solvent is O (H2O), Cl (HCl). Run at temperature 105 celsius, time 21.5 hour. Yields the product C(CCCCCCCCCCC)OC1=CC=C(C=O)C=C1 (4-Dodecyloxybenzaldehyde). As a reaction SMILES: [OH:1][C:2]1[CH:9]=[CH:8][C:5]([CH:6]=[O:7])=[CH:4][CH:3]=1.Br[CH2:11][CH2:12][CH2:13][CH2:14][CH2:15][CH2:16][CH2:17][CH2:18][CH2:19][CH2:20][CH2:21][CH3:22].C([O-])([O-])=O.[K+].[K+].CN(C=O)C>O.Cl>[CH2:22]([O:1][C:2]1[CH:9]=[CH:8][C:5]([CH:6]=[O:7])=[CH:4][CH:3]=1)[CH2:21][CH2:20][CH2:19][CH2:18][CH2:17][CH2:16][CH2:15][CH2:14][CH2:13][CH2:12][CH3:11] |f:2.3.4|. Procedure: 4-Hydroxybenzaldehyde (8.00 g, 6.55×10−2 mol), 1-bromododecane (16.50 ml, 6.87×10−2 mol), K2CO3 (9.05 g, 6.55×10−2 mol) and dry DMF (100 ml) were added to a two-neck round-bottom flask. The reaction mixture was stirred at 105° C. for 21.5 h under Ar. After cooling, the solution was diluted with H2O, 2M HCl and extracted three times with CH2Cl2. The combined organic layers were washed with aqueous NaHCO3, H2O and dried over Na2SO4. The product was chromatographed on silica gel with 1:1 hexane:CH2... Product: CC=1N(C=C(N1)C#CC=1C=C(C#N)C=CC1)C1=NC=CN=C1 (3-(2-Methyl-1-pyrazin-2-yl-1H-imidazol-4-ylethynyl)-benzonitrile). Reaction SMILES: [CH3:1][C:2]1[NH:3][CH:4]=[C:5]([C:7]#[C:8][C:9]2[CH:10]=[C:11]([CH:14]=[CH:15][CH:16]=2)[C:12]#[N:13])[N:6]=1.Cl[C:18]1[CH:23]=[N:22][CH:21]=[CH:20][N:19]=1>>[CH3:1][C:2]1[N:3]([C:18]2[CH:23]=[N:22][CH:21]=[CH:20][N:19]=2)[CH:4]=[C:5]([C:7]#[C:8][C:9]2[CH:10]=[C:11]([CH:14]=[CH:15][CH:16]=2)[C:12]#[N:13])[N:6]=1. Reactants: CC=1NC=C(N1)C#CC=1C=C(C#N)C=CC1 (3-(2-methyl-1H-imidazol-4-ylethynyl)-benzonitrile), ClC1=NC=CN=C1 (2-chloropyrazine). Procedure details: The title compound, MS: m/e=286.1 (M+H+), was prepared in accordance with the general method of example 1 from 3-(2-methyl-1H-imidazol-4-ylethynyl)-benzonitrile and 2-chloropyrazine.